describe an organic reaction: reactants, conditions, products, and yield From a dataset of the Open Reaction Database (ORD), a public repository of structured organic reaction records. Starting materials: C(C1=CC=CC=C1)OC1=CC=C(C(=N1)N)N (6-(benzyloxy)pyridine-2,3-diamine), C(OC)(OC)OC (trimethyl orthoformate). Reagents/catalysts: C(=O)(C(F)(F)F)O (TFA). Run in C1CCOC1 (THF). Conditions: time 24 hour. The product is C(C1=CC=CC=C1)OC1=CC=C2C(=N1)NC=N2 (5-(Benzyloxy)-3H-imidazo[4,5-b]pyridine). Yield: 81.1%. As a reaction SMILES: [CH2:1]([O:8][C:9]1[N:14]=[C:13]([NH2:15])[C:12]([NH2:16])=[CH:11][CH:10]=1)[C:2]1[CH:7]=[CH:6][CH:5]=[CH:4][CH:3]=1.[CH:17](OC)(OC)OC>C1COCC1.C(O)(C(F)(F)F)=O>[CH2:1]([O:8][C:9]1[N:14]=[C:13]2[NH:15][CH:17]=[N:16][C:12]2=[CH:11][CH:10]=1)[C:2]1[CH:3]=[CH:4][CH:5]=[CH:6][CH:7]=1. Reported procedure: To a solution of 6-(benzyloxy)pyridine-2,3-diamine (19.31 g, 89.71 mmol) in THF (300 mL) was added trimethyl orthoformate 99% (99.16 ml, 897.1 mmol) and TFA (345 μL, 4.49 mmol) at room temperature. After stirring for 24 h the solvent was removed under reduced pressure. The residue was taken up in 2 M HCl and EtOAc. The two layers were separated. The organic layer was washed with 2 M HCl and the combined aqueous layers were then made basic by the careful addition of 2 N NaOH. The precipitate was ... Starting materials: CCOC(=O)C(C)(C)Cc1cc2nc(OCc3ccccn3)ccc2n1Cc1ccc(Cl)cc1, C1CCOC1, CO, CCOC(C)=O, [Li+], [OH-], O, O=C(O)CC(O)(CC(=O)O)C(=O)O. Product: CC(C)(Cc1cc2nc(OCc3ccccn3)ccc2n1Cc1ccc(Cl)cc1)C(=O)O. RXN SMILES: [CH2:1]([CH3:2])[O:3][C:4]([C:5]([CH2:6][c:7]1[cH:8][c:9]2[n:10][c:11]([O:24][CH2:25][c:26]3[n:27][cH:28][cH:29][cH:30][cH:31]3)[cH:12][cH:13][c:14]2[n:15]1[CH2:16][c:17]1[cH:18][cH:19][c:20]([Cl:23])[cH:21][cH:22]1)([CH3:32])[CH3:33])=[O:34].[CH2:52]1[O:53][CH2:54][CH2:55][CH2:56]1.[CH3:35][OH:36].[CH3:57][CH2:58][O:59][C:60]([CH3:61])=[O:62].[Li+:38].[OH-:37].[OH2:63].[OH:39][C:40]([CH2:41][C:42]([C:43](=[O:44])[OH:45])([CH2:46][C:47](=[O:48])[OH:49])[OH:50])=[O:51]>>[O:3]=[C:4]([C:5]([CH2:6][c:7]1[cH:8][c:9]2[n:10][c:11]([O:24][CH2:25][c:26]3[n:27][cH:28][cH:29][cH:30][cH:31]3)[cH:12][cH:13][c:14]2[n:15]1[CH2:16][c:17]1[cH:18][cH:19][c:20]([Cl:23])[cH:21][cH:22]1)([CH3:32])[CH3:33])[OH:34]. The reactants are CCOC(=O)C1(CCCCCCCC(=O)O)Cc2c(c(OC)c(OC)c(OC)c2OC)C1, C1COCCN1, CCN=C=NCCCN(C)C, C1CCOC1, Cl, O, On1nnc2ccccc21. The product is CCOC(=O)C1(CCCCCCCC(=O)N2CCOCC2)Cc2c(c(OC)c(OC)c(OC)c2OC)C1. Reaction SMILES: [CH2:1]([CH3:2])[O:3][C:4](=[O:5])[C:6]1([CH2:23][CH2:24][CH2:25][CH2:26][CH2:27][CH2:28][CH2:29][C:30](=[O:31])[OH:32])[CH2:7][c:8]2[c:9]([O:21][CH3:22])[c:10]([O:19][CH3:20])[c:11]([O:17][CH3:18])[c:12]([O:15][CH3:16])[c:13]2[CH2:14]1.[CH2:33]1[CH2:34][O:35][CH2:36][CH2:37][NH:38]1.[CH2:40]([N:41]=[C:42]=[N:43][CH2:44][CH2:45][CH2:46][N:47]([CH3:48])[CH3:49])[CH3:50].[CH2:62]1[O:63][CH2:64][CH2:65][CH2:66]1.[ClH:39].[OH2:51].[OH:52][n:53]1[c:54]2[cH:55][cH:56][cH:57][cH:58][c:59]2[n:60][n:61]1>>[CH2:1]([CH3:2])[O:3][C:4](=[O:5])[C:6]1([CH2:23][CH2:24][CH2:25][CH2:26][CH2:27][CH2:28][CH2:29][C:30](=[O:31])[N:38]2[CH2:33][CH2:34][O:35][CH2:36][CH2:37]2)[CH2:7][c:8]2[c:9]([O:21][CH3:22])[c:10]([O:19][CH3:20])[c:11]([O:17][CH3:18])[c:12]([O:15][CH3:16])[c:13]2[CH2:14]1.